From a dataset of the Open Reaction Database (ORD), a public repository of structured organic reaction records. describe an organic reaction: reactants, conditions, products, and yield Starting materials: Cl (HCl), [H-].[Al+3].[Li+].[H-].[H-].[H-] (lithium aluminium hydride), COC(=O)C1=NC(=CC=C1)C1=CC(=CC=C1)Cl (6-(3-Chloro-phenyl)-pyridine-2-carboxylic acid methyl ester). Run in [Cl-].[Na+].O (brine), O1CCCC1 (THF), O1CCCC1 (tetrahydrofuran). Reaction conditions: time 10 minute. Yields the product ClC=1C=C(C=CC1)C1=CC=CC(=N1)CO ([6-(3-Chloro-phenyl)-pyridin-2-yl]-methanol). Yield: 39.0%. Reaction SMILES: [H-].[Al+3].[Li+].[H-].[H-].[H-].C[O:8][C:9]([C:11]1[CH:16]=[CH:15][CH:14]=[C:13]([C:17]2[CH:22]=[CH:21][CH:20]=[C:19]([Cl:23])[CH:18]=2)[N:12]=1)=O.Cl>O1CCCC1.[Cl-].[Na+].O>[Cl:23][C:19]1[CH:18]=[C:17]([C:13]2[N:12]=[C:11]([CH2:9][OH:8])[CH:16]=[CH:15][CH:14]=2)[CH:22]=[CH:21][CH:20]=1 |f:0.1.2.3.4.5,9.10.11|. Procedure details: 399 mg (10.50 mmol) lithium aluminium hydride were given to 18 ml tetrahydrofuran (THF) and stirred at room temperature (r. t.) for 10 min. A solution of 1.30 g (5.25 mmol) 6-(3-Chloro-phenyl)-pyridine-2-carboxylic acid methyl ester in 18 ml THF was added drop by drop at 0° C. within 15 min., and the mixture stirred for 2 h at 0° C. 32 ml brine were added slowly at 0° C. and stirred continued for 2 h. The mixture was adjusted to pH=5 by slowly addition of conc. HCl. A formed salt precipitate was... The reactants are ClC1=CC=C(C=C1)C(CBr)=O (4'-chloro-2-bromoacetophenone), [OH-].[Na+] (sodium hydroxide), ClC(=O)OCC(Cl)(Cl)Cl (2,2,2-trichloroethyl chloroformate), NCCC (1-aminopropane), whereon, [OH-].[Na+] (sodium hydroxide). Run in O (water), C(Cl)Cl (methylene chloride), C(Cl)Cl (methylene chloride), C(Cl)Cl (methylene chloride). Run at time 9 minute. Product: C(CC)N(C(=O)OCC(Cl)(Cl)Cl)CC(=O)C1=CC=C(C=C1)Cl (2-(N-propyl-N-(2,2,2-trichloroethoxycarbonyl)amino)-4'-chloroacetophenone). The yield is 68.9%. As a reaction SMILES: [NH2:1][CH2:2][CH2:3][CH3:4].[Cl:5][C:6]1[CH:11]=[CH:10][C:9]([C:12](=[O:15])[CH2:13]Br)=[CH:8][CH:7]=1.[OH-].[Na+].Cl[C:19]([O:21][CH2:22][C:23]([Cl:26])([Cl:25])[Cl:24])=[O:20]>C(Cl)Cl.O>[CH2:2]([N:1]([CH2:13][C:12]([C:9]1[CH:10]=[CH:11][C:6]([Cl:5])=[CH:7][CH:8]=1)=[O:15])[C:19]([O:21][CH2:22][C:23]([Cl:26])([Cl:25])[Cl:24])=[O:20])[CH2:3][CH3:4] |f:2.3|. Procedure details: To 250 ml of methylene chloride was added 180 g (3050 mmole) of 1-aminopropane. The resulting mechanically stirred mixture was cooled to +5° C. (internal) and a solution of 117 g (500 mmole) 4'-chloro-2-bromoacetophenone in 250 ml of methylene chloride was added over 6 minutes while strictly maintaining the internal temperature between +5° C. and +15° C. as a moderate exotherm occurred. Toward the end of the addition, the internal temperature was allowed to rise to +20° C. After the addition was... Starting materials: ClC1=C(COCCN(C(NC=2SC(=CN2)SCC(C(=O)O)(C)C)=O)[C@@H]2CC[C@H](CC2)C)C=CC=C1 (3-{2-[3-[2-(2-Chloro-benzyloxy)-ethyl]-3-(trans-4-methyl-cyclohexyl)-ureido]-thiazol-5-ylsulfanyl}-2,2-dimethyl-propionic acid), C(C)OC(C(CSC1=CN=C(S1)N)(C)C)=O (3-(2-amino-thiazol-5-ylsulfanyl)-2,2-dimethyl-propionic acid ethyl ester), FC(C1=C(CBr)C=CC=C1)(F)F (2-trifluoromethylbenzyl bromide). Product: CC(C(=O)O)(CSC1=CN=C(S1)NC(=O)N(CCOCC1=C(C=CC=C1)C(F)(F)F)[C@@H]1CC[C@H](CC1)C)C (2,2-Dimethyl-3-(2-{3-(trans-4-methyl-cyclohexyl)-3-[2-(2-trifluoromethyl-benzyloxy)-ethyl]-ureido}-thiazol-5-ylsulfanyl)-propionic acid). As a reaction SMILES: Cl[C:2]1[CH:35]=[CH:34][CH:33]=[CH:32][C:3]=1[CH2:4][O:5][CH2:6][CH2:7][N:8]([C@H:25]1[CH2:30][CH2:29][C@H:28]([CH3:31])[CH2:27][CH2:26]1)[C:9](=[O:24])[NH:10][C:11]1[S:12][C:13]([S:16][CH2:17][C:18]([CH3:23])([CH3:22])[C:19]([OH:21])=[O:20])=[CH:14][N:15]=1.C(OC(=O)C(C)(C)CSC1SC(N)=NC=1)C.[F:52][C:53]([F:63])([F:62])C1C=CC=CC=1CBr>>[CH3:22][C:18]([CH3:23])([CH2:17][S:16][C:13]1[S:12][C:11]([NH:10][C:9]([N:8]([C@H:25]2[CH2:30][CH2:29][C@H:28]([CH3:31])[CH2:27][CH2:26]2)[CH2:7][CH2:6][O:5][CH2:4][C:3]2[CH:32]=[CH:33][CH:34]=[CH:35][C:2]=2[C:53]([F:63])([F:62])[F:52])=[O:24])=[N:15][CH:14]=1)[C:19]([OH:21])=[O:20]. Procedure: The compound was prepared following an analogous procedure to the one described for the synthesis of 3-{2-[3-[2-(2-Chloro-benzyloxy)-ethyl]-3-(trans-4-methyl-cyclohexyl)-ureido]-thiazol-5-ylsulfanyl}-2,2-dimethyl-propionic acid using 3-(2-amino-thiazol-5-ylsulfanyl)-2,2-dimethyl-propionic acid ethyl ester and 2-trifluoromethylbenzyl bromide. Reactants: C(C)(C)(C)OC(NC1=NC(=C(C=C1)N)C#CC1=CC=CC=C1)=O (tert-butyl-N-[5-amino-6-(2-phenylethynyl)pyridin-2-yl]carbamate), N1=CC=CC=C1 (pyridine), C1(=CC=CC=C1)S(=O)(=O)Cl (Benzenesulfonyl chloride). Solvent: C(Cl)Cl (DCM), C(Cl)Cl (DCM). Conditions: time 1 hour. Product: C(C)(C)(C)OC(NC1=NC(=C(C=C1)NS(=O)(=O)C1=CC=CC=C1)C#CC1=CC=CC=C1)=O (tert-butyl-N-[5-(benzenesulfonamido)-6-(2-phenylethynyl)pyridin-2-yl]-carbamate). RXN SMILES: [C:1]1([S:7](Cl)(=[O:9])=[O:8])[CH:6]=[CH:5][CH:4]=[CH:3][CH:2]=1.[C:11]([O:15][C:16](=[O:33])[NH:17][C:18]1[CH:23]=[CH:22][C:21]([NH2:24])=[C:20]([C:25]#[C:26][C:27]2[CH:32]=[CH:31][CH:30]=[CH:29][CH:28]=2)[N:19]=1)([CH3:14])([CH3:13])[CH3:12].N1C=CC=CC=1>C(Cl)Cl>[C:11]([O:15][C:16](=[O:33])[NH:17][C:18]1[CH:23]=[CH:22][C:21]([NH:24][S:7]([C:1]2[CH:6]=[CH:5][CH:4]=[CH:3][CH:2]=2)(=[O:9])=[O:8])=[C:20]([C:25]#[C:26][C:27]2[CH:32]=[CH:31][CH:30]=[CH:29][CH:28]=2)[N:19]=1)([CH3:14])([CH3:12])[CH3:13]. Procedure details: Benzenesulfonyl chloride (20 μl, 0.4 mmol) diluted with 400 μl DCM is added to a mixture of tert-butyl-N-[5-amino-6-(2-phenylethynyl)pyridin-2-yl]carbamate B5a (40 mg, 0.13 mmol), pyridine (32 μl, 0.4 mmol) and 400 μl DCM at RT and stirred for 1 h. The mixture is concentrated in vacuo and the product purified by RP HPLC. Yield: 37 mg (64%). HPLC-MS: M+H=450; tR=2.16 min (*Method—2).